From a dataset of the Open Reaction Database (ORD), a public repository of structured organic reaction records. describe an organic reaction: reactants, conditions, products, and yield Conditions: temperature 135 celsius, time 2 hour. Procedure details: A mixture of 7-chloro-1-(4-fluoro-phenyl)-4-hydroxy-3-phenyl-1H-pyrrolo[2,3-c]pyridine-5-carboxylic acid ethyl ester (60 mg, 0.146 mmol), tetramethyltin (104 mg, 0.584 mmol) and Pd(PPh3)2Cl2 in DMF (1 mL) was stirred at 135° C. for 2 h; then the reaction was cooled, diluted with EtOAc, washed with water and saturated sodium chloride aqueous solution respectively, the organic phase was dried over anhydrous sodium sulfate, filtered, concentrated, the residue was purified on column to give the desi... Reagents/catalysts: Cl[Pd]([P](C1=CC=CC=C1)(C2=CC=CC=C2)C3=CC=CC=C3)([P](C4=CC=CC=C4)(C5=CC=CC=C5)C6=CC=CC=C6)Cl (Pd(PPh3)2Cl2). Product: C(C)OC(=O)C=1C(=C2C(=C(N1)C)N(C=C2C2=CC=CC=C2)C2=CC=C(C=C2)F)O (1-(4-Fluoro-phenyl)-4-hydroxy-7-methyl-3-phenyl-1H-pyrrolo[2,3-c]pyridine-5-carboxylic acid ethyl ester). Isolated yield 52.6%. The reactants are C(C)OC(=O)C=1C(=C2C(=C(N1)Cl)N(C=C2C2=CC=CC=C2)C2=CC=C(C=C2)F)O (7-chloro-1-(4-fluoro-phenyl)-4-hydroxy-3-phenyl-1H-pyrrolo[2,3-c]pyridine-5-carboxylic acid ethyl ester), C[Sn](C)(C)C (tetramethyltin). The solvent is CCOC(=O)C (EtOAc), CN(C)C=O (DMF). As a reaction SMILES: [CH2:1]([O:3][C:4]([C:6]1[C:7]([OH:29])=[C:8]2[C:15]([C:16]3[CH:21]=[CH:20][CH:19]=[CH:18][CH:17]=3)=[CH:14][N:13]([C:22]3[CH:27]=[CH:26][C:25]([F:28])=[CH:24][CH:23]=3)[C:9]2=[C:10](Cl)[N:11]=1)=[O:5])[CH3:2].[CH3:30][Sn](C)(C)C>CN(C=O)C.CCOC(C)=O.Cl[Pd](Cl)([P](C1C=CC=CC=1)(C1C=CC=CC=1)C1C=CC=CC=1)[P](C1C=CC=CC=1)(C1C=CC=CC=1)C1C=CC=CC=1>[CH2:1]([O:3][C:4]([C:6]1[C:7]([OH:29])=[C:8]2[C:15]([C:16]3[CH:21]=[CH:20][CH:19]=[CH:18][CH:17]=3)=[CH:14][N:13]([C:22]3[CH:27]=[CH:26][C:25]([F:28])=[CH:24][CH:23]=3)[C:9]2=[C:10]([CH3:30])[N:11]=1)=[O:5])[CH3:2] |^1:48,67|. Starting materials: BrCCBr (1,2-dibromoethane), N=1N=CN(C1)NC1=CC=C(C#N)C=C1 (4-([1,2,4]triazol-4-ylamino)-benzonitrile), C(C)(=O)OCC (ethyl acetate). Solvent: CS(=O)C (DMSO). Reaction conditions: time 8 hour. Product: BrCCN(C1=CC=C(C#N)C=C1)N1C=NN=C1 (4-[(2-Bromo-ethyl)-[1,2,4]triazol-4-yl-amino]-benzonitrile). As a reaction SMILES: [N:1]1[N:2]=[CH:3][N:4]([NH:6][C:7]2[CH:14]=[CH:13][C:10]([C:11]#[N:12])=[CH:9][CH:8]=2)[CH:5]=1.[Br:15][CH2:16][CH2:17]Br.C(OCC)(=O)C>CS(C)=O>[Br:15][CH2:16][CH2:17][N:6]([N:4]1[CH:3]=[N:2][N:1]=[CH:5]1)[C:7]1[CH:8]=[CH:9][C:10]([C:11]#[N:12])=[CH:13][CH:14]=1. Reported procedure: Sodium-hydride (60%, 240 mg, 6.0 mmol) was added to a solution of 4-([1,2,4]triazol-4-ylamino)-benzonitrile (926 mg, 5.0 mmol) in DMSO (25 mL) at r.t. The mixture was stirred for 1 hour at this temperature and 1,2-dibromoethane (5 mL) was added. The reaction mixture was stirred overnight and ethyl acetate (100 mL) was added. The mixture was transferred into a separation funnel and extracted with water (twice 100 mL) and brine (20 mL). The organic layer was dried over sodium sulphate and concentr... The reactants are BrC1=C(C=O)C=CC(=C1)F (2-bromo-4-fluorobenzaldehyde), C([O-])([O-])=O.[K+].[K+] (potassium carbonate), N1CCCCC1 (piperidine). The solvent is CN(C=O)C (N,N-dimethylformamide), C(C)(=O)OCC (ethyl acetate), CCCCCC (hexane). Reaction conditions: temperature 110 celsius, time 8 hour. The product is BrC1=C(C=O)C=CC(=C1)N1CCCCC1 (2-bromo-4-(piperidin-1-yl)benzaldehyde). Isolated yield 89.5%. Reaction SMILES: [Br:1][C:2]1[CH:9]=[C:8](F)[CH:7]=[CH:6][C:3]=1[CH:4]=[O:5].C(=O)([O-])[O-].[K+].[K+].[NH:17]1[CH2:22][CH2:21][CH2:20][CH2:19][CH2:18]1>CN(C)C=O.C(OCC)(=O)C.CCCCCC>[Br:1][C:2]1[CH:9]=[C:8]([N:17]2[CH2:22][CH2:21][CH2:20][CH2:19][CH2:18]2)[CH:7]=[CH:6][C:3]=1[CH:4]=[O:5] |f:1.2.3|. Procedure details: To a solution of 2-bromo-4-fluorobenzaldehyde (300 mg, 1.48 mmol) in 3.0 mL of N,N-dimethylformamide was added potassium carbonate (204 mg, 1.48 mmol), piperidine (154 μL, 1.55 mmol) at room temperature. After being stirred at 110° C. overnight, the reaction mixture was diluted with a 2:1 solution of ethyl acetate and hexane. The solution was washed with water, brine, and dried over MgSO4. After filtration, the filtrate was concentrated in vacuo, and the residue was purified by silica gel column... Reactants: C(#C)C1=CC=C(C=C1)C1(CC1)OC (1-ethynyl-4-(1-methoxycyclopropyl)-benzene), C(#C)C1=CC=C(C=C1)C1(CC1)OC (1-ethynyl-4-(1-methoxycyclopropyl)-benzene), COC(CC1=CC=C(C=C1)I)=O (4-iodo phenyl acetic acid methyl ester), COC(CC1=CC=C(C=C1)I)=O (4-iodo phenyl acetic acid methyl ester). Reagents/catalysts: [Cu]I (copper(I)iodide), Cl[Pd]([P](C1=CC=CC=C1)(C2=CC=CC=C2)C3=CC=CC=C3)([P](C4=CC=CC=C4)(C5=CC=CC=C5)C6=CC=CC=C6)Cl (Dichlorobis(triphenylphosphine)palladium(II)). Run at time 8 hour. Reported procedure: Using General Procedure F; 1-ethynyl-4-(1-methoxycyclopropyl)-benzene (Intermediate 61, 120.0 mg, 0.56 mmol) and methyl-(4-iodophenyl)-acetate (Reagent B, 154.0 mg, 0.56 mmol) in triethyl amine (6 mL) was treated with copper(I)iodide (35.0 mg, 0.19 mmol) and sparged with argon for 5 minutes. Dichlorobis(triphenylphosphine)palladium(II) (130 mg, 0.19 mmol) was added and the reaction mixture was stirred overnight at room temperature. Column chromatography (2-8% EtOAc-hexanes) afforded 140.0 mg (78... The solvent is C(C)N(CC)CC (triethyl amine). Yields the product EtOAc-hexanes, COC1(CC1)C1=CC=C(C=C1)C#CC1=CC=C(C=C1)CC(=O)OC (Methyl {4-[4-(1-methoxycyclopropyl)-phenylethynyl]-phenyl}-acetate). As a reaction SMILES: [C:1]([C:3]1[CH:8]=[CH:7][C:6]([C:9]2([O:12][CH3:13])[CH2:11][CH2:10]2)=[CH:5][CH:4]=1)#[CH:2].[CH3:14][O:15][C:16](=[O:25])[CH2:17][C:18]1[CH:23]=[CH:22][C:21](I)=[CH:20][CH:19]=1>C(N(CC)CC)C.[Cu]I.Cl[Pd](Cl)([P](C1C=CC=CC=1)(C1C=CC=CC=1)C1C=CC=CC=1)[P](C1C=CC=CC=1)(C1C=CC=CC=1)C1C=CC=CC=1>[CH3:13][O:12][C:9]1([C:6]2[CH:7]=[CH:8][C:3]([C:1]#[C:2][C:21]3[CH:22]=[CH:23][C:18]([CH2:17][C:16]([O:15][CH3:14])=[O:25])=[CH:19][CH:20]=3)=[CH:4][CH:5]=2)[CH2:10][CH2:11]1 |^1:37,56|. Yield: 78.0%. The reactants are FC1=CC=C(C=O)C=C1 (4-fluorobenzaldehyde), C(=O)(OCC)C=P(C1=CC=CC=C1)(C1=CC=CC=C1)C1=CC=CC=C1 (carboethoxymethylene triphenylphosphorane). The solvent is C1(=CC=CC=C1)C (toluene). Product: FC1=CC=C(C=C1)C=CC(=O)OCC (Ethyl 3-(4-fluorophenyl)prop-2-enoate). Yield: 91.5%. Reaction SMILES: [F:1][C:2]1[CH:9]=[CH:8][C:5]([CH:6]=O)=[CH:4][CH:3]=1.[C:10]([CH:15]=P(C1C=CC=CC=1)(C1C=CC=CC=1)C1C=CC=CC=1)([O:12][CH2:13][CH3:14])=[O:11]>C1(C)C=CC=CC=1>[F:1][C:2]1[CH:9]=[CH:8][C:5]([CH:6]=[CH:15][C:10]([O:12][CH2:13][CH3:14])=[O:11])=[CH:4][CH:3]=1. Procedure: A solution of 4-fluorobenzaldehyde (8.6 mL, 0.081 mol) and carboethoxymethylene triphenylphosphorane (34 g, 0.097 mol) in toluene (400 mL) was heated at reflux for 3 h. After this time the solvent was removed in vacuo and the residue triturated in petrol:Et2O (1:1). The mixture was filtered and the filtrate evaporated. The residue was chromatographed on silica gel, eluting with petrol:Et2O (3:1), to afford the ester (14.4 g, 92%) as a low-melting colourless solid. 1H NMR (major isomer) (250 MHz,... Starting materials: COc1ccc(C#N)cn1, CCO, [H][H], N. The product is COc1ccc(CN)cn1. As a reaction SMILES: [C:1](#[N:2])[c:3]1[cH:4][cH:5][c:6]([O:9][CH3:10])[n:7][cH:8]1.[CH3:13][CH2:14][OH:15].[H:11][H:12].[NH3:16]>>[CH2:1]([NH2:2])[c:3]1[cH:4][cH:5][c:6]([O:9][CH3:10])[n:7][cH:8]1. Reactants: alcohol, solution, ice, P(=O)(Cl)(Cl)Cl (phosphorus oxychloride), CC1=CC=C(C=C1)COC(=O)NNC(=O)C2=NC=CN=C2 (pH10), C(C)OC(COC1=CC=C(C=C1)OC)OCC (p-methoxyphenoxyacetaldehyde diethyl acetal), C([O-])([O-])=O.[K+].[K+] (potassium carbonate). Solvent: C1=CC=CC=C1 (benzene), CN(C=O)C (dimethylformamide). Run at temperature 0 celsius. Product: C (charcoal), COC1=CC=C(OC(C=O)=CN(C)C)C=C1 (2-(p-methoxyphenoxy)-3-(dimethylamino)-acrolein). RXN SMILES: P(Cl)(Cl)(Cl)=O.[CH2:6]([O:8][CH:9](OCC)[CH2:10][O:11][C:12]1[CH:17]=[CH:16][C:15]([O:18][CH3:19])=[CH:14][CH:13]=1)C.CC1C=CC(COC(NNC(C2[CH:43]=[N:42][CH:41]=CN=2)=O)=O)=CC=1.[C:44](=O)([O-])[O-].[K+].[K+]>C1C=CC=CC=1.CN(C)C=O>[CH4:6].[CH3:19][O:18][C:15]1[CH:16]=[CH:17][C:12]([O:11][C:10](=[CH:41][N:42]([CH3:43])[CH3:44])[CH:9]=[O:8])=[CH:13][CH:14]=1 |f:3.4.5|. Procedure details: Dry dimethylformamide (20 ml) was added dropwise to a stirred solution of phosphorus oxychloride (18 ml) maintained at a remperature of 0° C. The reaction mixture was allowed to warm to room temperature and p-methoxyphenoxyacetaldehyde diethyl acetal (16 g) was added with stirring. The mixture was cautiously heated with stirring to a temperature of 90° C. and then maintained at that temperature for 6 hr. The mixture was then cooled and poured slowly onto crushed ice (c. 1 kg) and the pH of the s... Reactants: C1(=CC=C(C=C1)S(=O)(=O)OC[C@H]1COC=2C(=C3CC(NC3=CC2)=O)O1)C ((R)-2-(Toluene-4-sulfonyloxymethyl)-2,3,8,9-tetrahydro-7H-1,4-dioxino[2,3-e]indol-8-one), FC(C1=CC=C(CN)C=C1)(F)F (4-trifluoromethylbenzylamine), O (water). The solvent is CS(=O)C (DMSO). Conditions: temperature 85 celsius. The product is FC(C1=CC=C(CNCC2COC=3C(=C4CC(NC4=CC3)=O)O2)C=C1)(F)F (2-(4-Trifluoromethyl-benzylamino-methyl)-2,3,8,9-tetrahydro-7H-1,4-dioxino [2,3-e]indol-8-one). Yield: 53.8%. As a reaction SMILES: C1(C)C=CC(S(O[CH2:11][C@@H:12]2[O:25][C:16]3=[C:17]4[C:21](=[CH:22][CH:23]=[C:15]3[O:14][CH2:13]2)[NH:20][C:19](=[O:24])[CH2:18]4)(=O)=O)=CC=1.[F:27][C:28]([F:38])([F:37])[C:29]1[CH:36]=[CH:35][C:32]([CH2:33][NH2:34])=[CH:31][CH:30]=1.O>CS(C)=O>[F:27][C:28]([F:37])([F:38])[C:29]1[CH:36]=[CH:35][C:32]([CH2:33][NH:34][CH2:11][CH:12]2[O:25][C:16]3=[C:17]4[C:21](=[CH:22][CH:23]=[C:15]3[O:14][CH2:13]2)[NH:20][C:19](=[O:24])[CH2:18]4)=[CH:31][CH:30]=1. Reported procedure: (R)-2-(Toluene-4-sulfonyloxymethyl)-2,3,8,9-tetrahydro-7H-1,4-dioxino[2,3-e]indol-8-one (1.03 g, 2.75 mmole) and 4-trifluoromethylbenzylamine (1.60 ml, 11.2 mmole) were combined in 15 ml of dry DMSO and heated to 85° C. for 3.5 hours under a nitrogen atmosphere. After cooling to room temperature, 150 ml of water was added and the mixture was extracted twice with 250 ml portions of 35% ethyl acetate in hexane. The combined organic phases were washed with brine, dried over MgSO4, filtered and conc...